From a dataset of the Open Reaction Database (ORD), a public repository of structured organic reaction records. describe an organic reaction: reactants, conditions, products, and yield The reactants are CCNc1ccc(C(O)(C(F)(F)F)C(F)(F)F)cc1, Cc1oc(-c2cccc(C(F)(F)F)c2)nc1CCl, CN(C)C=O. The product is CCN(Cc1nc(-c2cccc(C(F)(F)F)c2)oc1C)c1ccc(C(O)(C(F)(F)F)C(F)(F)F)cc1. Reaction SMILES: [CH2:1]([CH3:2])[NH:3][c:4]1[cH:5][cH:6][c:7]([C:10]([C:11]([F:12])([F:13])[F:14])([C:15]([F:16])([F:17])[F:18])[OH:19])[cH:8][cH:9]1.[Cl:20][CH2:21][c:22]1[n:23][c:24](-[c:28]2[cH:29][c:30]([C:34]([F:35])([F:36])[F:37])[cH:31][cH:32][cH:33]2)[o:25][c:26]1[CH3:27].[O:38]=[CH:39][N:40]([CH3:41])[CH3:42]>>[CH2:1]([CH3:2])[N:3]([c:4]1[cH:5][cH:6][c:7]([C:10]([C:11]([F:12])([F:13])[F:14])([C:15]([F:16])([F:17])[F:18])[OH:19])[cH:8][cH:9]1)[CH2:21][c:22]1[n:23][c:24](-[c:28]2[cH:29][c:30]([C:34]([F:35])([F:36])[F:37])[cH:31][cH:32][cH:33]2)[o:25][c:26]1[CH3:27]. Reactants: CCc1ccc(Cc2ccc3sccc3c2)cc1, [Li]CCCC, C1CCOC1, CCCCCC, CCOP(=O)(Cl)OCC. The product is CCOP(=O)(OCC)c1cc2cc(Cc3ccc(CC)cc3)ccc2s1. As a reaction SMILES: [CH2:1]([CH3:2])[c:3]1[cH:4][cH:5][c:6]([CH2:7][c:8]2[cH:9][c:10]3[c:11]([s:12][cH:13][cH:14]3)[cH:15][cH:16]2)[cH:17][cH:18]1.[CH2:25]([Li:26])[CH2:27][CH2:28][CH3:29].[CH2:39]1[O:40][CH2:41][CH2:42][CH2:43]1.[CH3:19][CH2:20][CH2:21][CH2:22][CH2:23][CH3:24].[P:30](=[O:31])([O:32][CH2:33][CH3:34])([O:35][CH2:36][CH3:37])[Cl:38]>>[CH2:1]([CH3:2])[c:3]1[cH:4][cH:5][c:6]([CH2:7][c:8]2[cH:9][c:10]3[c:11]([s:12][c:13]([P:30](=[O:31])([O:32][CH2:33][CH3:34])[O:35][CH2:36][CH3:37])[cH:14]3)[cH:15][cH:16]2)[cH:17][cH:18]1. Reactants: CCN1C(=O)Cc2cc([N+](=O)[O-])cc(F)c21, CCO, [Cl-], ClCCl, [Fe], [NH4+], O. The product is CCN1C(=O)Cc2cc(N)cc(F)c21. Reaction SMILES: [CH2:1]([CH3:2])[N:3]1[C:4](=[O:16])[CH2:5][c:6]2[cH:7][c:8]([N+:13]([O-:14])=[O:15])[cH:9][c:10]([F:12])[c:11]21.[CH3:19][CH2:20][OH:21].[Cl-:17].[Cl:23][CH2:24][Cl:25].[Fe:26].[NH4+:18].[OH2:22]>>[CH2:1]([CH3:2])[N:3]1[C:4](=[O:16])[CH2:5][c:6]2[cH:7][c:8]([NH2:13])[cH:9][c:10]([F:12])[c:11]21. Starting materials: NC=1C=CC(=C(C1)C(F)(F)F)C#N (5-Amino-2-cyanobenzotrifluoride), C(C)(=O)OCC (ethyl acetate), Cl (hydrogen chloride), C(C)(=O)OCC (ethyl acetate). Product: C(#N)C1=C(C=C(C=C1)N=C=O)C(F)(F)F (4-cyano-3-trifluoromethylphenyl isocyanate). As a reaction SMILES: [NH2:1][C:2]1[CH:3]=[CH:4][C:5]([C:12]#[N:13])=[C:6]([C:8]([F:11])([F:10])[F:9])[CH:7]=1.Cl.[C:15](OCC)(=[O:17])C>>[C:12]([C:5]1[CH:4]=[CH:3][C:2]([N:1]=[C:15]=[O:17])=[CH:7][C:6]=1[C:8]([F:9])([F:10])[F:11])#[N:13]. Procedure details: 5-Amino-2-cyanobenzotrifluoride (0.07 g, 0.36 mmol) was dissolved in ethyl acetate (2 mL) and dry hydrogen chloride in ethyl acetate (3.5 M, 5.5 mL) was added. After 15 min the solution was concentrated to dryness and co-evaporated three times from toluene (3×5 mL). The residue was added toluene (2.5 mL) and flushed with nitrogen for about 10 min, before diphosgene (0.43 mL) was added. Then the mixture was gently refluxed for 1 hour under a nitrogen atmosphere. The mixture was cooled and concent... Reactants: C(C)C1=CC=C2COC(C2=C1)=O (6-ethyl-3H-isobenzofuran-1-one), C(C)B(CC)CC (triethyl borane), BrC=1C(=C(C(=O)OCC)C(=CC1)CS(=O)(=O)C1=CC=C(C=C1)F)OC (ethyl 3-bromo-6-(4-fluorobenzenesulphonylmethyl)-2-methoxy-benzoate), BrC=1C(=C(C(=O)OCC)C(=CC1)CS(=O)(=O)C1=CC=C(C=C1)F)OC (ethyl 3-bromo-6-(4-fluorobenzenesulphonylmethyl)-2-methoxy-benzoate). Product: C(C)C=1C(=C(C(=O)OCC)C(=CC1)CS(=O)(=O)C1=CC=C(C=C1)F)OC (Ethyl 3-ethyl-6-(4-fluorobenzenesulphonylmethyl)-2-methoxybenzoate). As a reaction SMILES: [CH2:1](C1C=C2C(COC2=O)=CC=1)[CH3:2].Br[C:14]1[C:15]([O:36][CH3:37])=[C:16]([C:22]([CH2:25][S:26]([C:29]2[CH:34]=[CH:33][C:32]([F:35])=[CH:31][CH:30]=2)(=[O:28])=[O:27])=[CH:23][CH:24]=1)[C:17]([O:19][CH2:20][CH3:21])=[O:18].C(B(CC)CC)C>>[CH2:1]([C:14]1[C:15]([O:36][CH3:37])=[C:16]([C:22]([CH2:25][S:26]([C:29]2[CH:34]=[CH:33][C:32]([F:35])=[CH:31][CH:30]=2)(=[O:28])=[O:27])=[CH:23][CH:24]=1)[C:17]([O:19][CH2:20][CH3:21])=[O:18])[CH3:2]. Reported procedure: Prepared by proceeding in a similar manner to Intermediate 18, starting from ethyl 3-bromo-6-(4-fluorobenzenesulphonylmethyl)-2-methoxy-benzoate (Intermediate 85) and triethyl borane.